From a dataset of the Open Reaction Database (ORD), a public repository of structured organic reaction records. describe an organic reaction: reactants, conditions, products, and yield The reactants are ClC=1C=C(C#N)C=C(N1)Cl (2,6-dichloroisonicotinonitrile), CN1CCCC1=O (NMP), FC=1C=C(C=CC1)CN ((3-fluorophenyl)methanamine). The solvent is CCOC(=O)C (EtOAc). Conditions: temperature 110 celsius. Product: ClC=1C=C(C#N)C=C(N1)NCC1=CC(=CC=C1)F (2-chloro-6-(3-fluorobenzylamino)isonicotinonitrile). Isolated yield 99.2%. RXN SMILES: Cl[C:2]1[CH:3]=[C:4]([CH:7]=[C:8]([Cl:10])[N:9]=1)[C:5]#[N:6].CN1C(=O)CCC1.[F:18][C:19]1[CH:20]=[C:21]([CH2:25][NH2:26])[CH:22]=[CH:23][CH:24]=1>CCOC(C)=O>[Cl:10][C:8]1[CH:7]=[C:4]([CH:3]=[C:2]([NH:26][CH2:25][C:21]2[CH:22]=[CH:23][CH:24]=[C:19]([F:18])[CH:20]=2)[N:9]=1)[C:5]#[N:6]. Procedure details: To a scintillation vial containing 2,6-dichloroisonicotinonitrile (500 mg, 2.89 mmol) was added NMP (6 ml) and (3-fluorophenyl)methanamine (868 mg, 6.94 mmol). The homogenous reaction mixture was capped and heated to 110° C. in a oil bath for 1 hr. The reaction mixture was diluted with EtOAc and washed with sat NaHCO3, H2O and sat NaCl. The organic layer was dried Na2SO4, filtered and concentrated. The crude residue was purified by column chromatography on silica gel (0-20% EtOAc/Hexane) to give... The reactants are N1=CC=CC=C1 (pyridine), P(OCC)(OCC)OCC (triethyl phosphite), ClC(=O)OCC (Ethyl chloroformate), Cl (HCl). The solvent is C(C)#N (acetonitrile), C(C)#N (acetonitrile), ClCCl (Dichloromethane), O (water). Conditions: temperature -5 celsius, time 2 hour. The product is C(C)OC(=O)N1C=CC(C=C1)P(OCC)(=O)OCC (diethyl N-ethoxycarbonyl-1,4-dihydropyridine-4-phosphonate), P(=O)(OCC)(OCC)OCC (triethyl phosphate). RXN SMILES: [N:1]1[CH:6]=[CH:5][CH:4]=[CH:3][CH:2]=1.Cl[C:8]([O:10][CH2:11][CH3:12])=[O:9].[P:13]([O:20][CH2:21][CH3:22])([O:17][CH2:18][CH3:19])[O:14][CH2:15][CH3:16].Cl>C(#N)C.O.ClCCl>[CH2:11]([O:10][C:8]([N:1]1[CH:6]=[CH:5][CH:4]([P:13]([O:17][CH2:18][CH3:19])(=[O:20])[O:14][CH2:15][CH3:16])[CH:3]=[CH:2]1)=[O:9])[CH3:12].[P:13]([O:20][CH2:21][CH3:22])([O:17][CH2:18][CH3:19])([O:14][CH2:15][CH3:16])=[O:9]. Procedure details: A solution of pyridine (16.1 L, 0.2 kmol) in acetonitrile (160 L) is cooled to −10° C. Ethyl chloroformate (19.1 L, 0.2 kmol) is added at such a rate that the temperature does not rise above 0° C. The suspension is then stirred at −10 to 0° C. for 2 hours to ensure complete N-acylation. The batch is cooled to −30° C., and triethyl phosphite (34.3 L, 0.2 kmol) is added at such a rate that the temperature does not rise above −20° C. (ranging from −30 to −20° C.). The solution is stirred in this ra... The reactants are CN(S(=O)(=O)N1C=NC(=C1C)CC1CCC=2N(C3=CC=CC=C3C2C1=O)C)C (N,N,5-trimethyl-4-[(2,3,4,9-tetrahydro-9-methyl-4-oxo-1H-carbazol-3-yl)methyl]-1H-imidazole-1-sulphonamide). Run in Cl (hydrochloric acid), C(C)O (ethanol). Product: CN1C2=CC=CC=C2C=2C(C(CCC12)CC=1N=CNC1C)=O (1,2,3,9-Tetrahydro-9-methyl-3-[(5-methyl-1H-imidazol-4-yl)methyl]-4H-carbazol-4-one). Isolated yield 89.1%. As a reaction SMILES: CN(C)S([N:6]1[C:10]([CH3:11])=[C:9]([CH2:12][CH:13]2[C:25](=[O:26])[C:24]3[C:23]4[C:18](=[CH:19][CH:20]=[CH:21][CH:22]=4)[N:17]([CH3:27])[C:16]=3[CH2:15][CH2:14]2)[N:8]=[CH:7]1)(=O)=O>Cl.C(O)C>[CH3:27][N:17]1[C:16]2[CH2:15][CH2:14][CH:13]([CH2:12][C:9]3[N:8]=[CH:7][NH:6][C:10]=3[CH3:11])[C:25](=[O:26])[C:24]=2[C:23]2[C:18]1=[CH:19][CH:20]=[CH:21][CH:22]=2. Procedure details: A solution of N,N,5-trimethyl-4-[(2,3,4,9-tetrahydro-9-methyl-4-oxo-1H-carbazol-3-yl)methyl]-1H-imidazole-1-sulphonamide (400 mg) in 2N hydrochloric acid (30 ml) and absolute ethanol (5 ml) was heated at 100°-110° for 8 h. Work up and FCC as described in Example 32 gave the title compound (261 mg) as a solid. The 1H-n.m.r. and t.l.c. of this material were consistent with those obtained for the product of Example 8. Reactants: O=C(Cl)c1ccccc1, Cc1ccc(Cc2ccccc2C2(O)CCN(C)CC2)c(F)c1. RXN SMILES: [C:24]([c:25]1[cH:26][cH:27][cH:28][cH:29][cH:30]1)(=[O:31])[Cl:32].[CH3:1][N:2]1[CH2:3][CH2:4][C:5]([OH:8])([c:9]2[c:10]([CH2:15][c:16]3[c:17]([F:23])[cH:18][c:19]([CH3:22])[cH:20][cH:21]3)[cH:11][cH:12][cH:13][cH:14]2)[CH2:6][CH2:7]1>>[CH3:1][N:2]1[CH2:3][CH2:4][C:5]([O:8][C:24]([c:25]2[cH:26][cH:27][cH:28][cH:29][cH:30]2)=[O:31])([c:9]2[c:10]([CH2:15][c:16]3[c:17]([F:23])[cH:18][c:19]([CH3:22])[cH:20][cH:21]3)[cH:11][cH:12][cH:13][cH:14]2)[CH2:6][CH2:7]1.[ClH:32]. Yields the product Cc1ccc(Cc2ccccc2C2(OC(=O)c3ccccc3)CCN(C)CC2)c(F)c1, Cl. Starting materials: COC1=CC=C(CNC=2N=NC(=CC2C(F)(F)F)C2=CC=C(C=C2)C(F)(F)F)C=C1 ((4-Methoxy-benzyl)-[4-trifluoromethyl-6-(4-trifluoromethyl-phenyl)-pyridazin-3-yl]-amine), OS(=O)(=O)O (H2SO4). Run at temperature 5 celsius, time 5 minute. The product is FC(C1=C(N=NC(=C1)C1=CC=C(C=C1)C(F)(F)F)N)(F)F (4-Trifluoromethyl-6-(4-trifluoromethyl-phenyl)-pyridazin-3-ylamine). As a reaction SMILES: COC1C=CC(C[NH:8][C:9]2[N:10]=[N:11][C:12]([C:19]3[CH:24]=[CH:23][C:22]([C:25]([F:28])([F:27])[F:26])=[CH:21][CH:20]=3)=[CH:13][C:14]=2[C:15]([F:18])([F:17])[F:16])=CC=1.OS(O)(=O)=O>>[F:18][C:15]([F:16])([F:17])[C:14]1[CH:13]=[C:12]([C:19]2[CH:24]=[CH:23][C:22]([C:25]([F:28])([F:27])[F:26])=[CH:21][CH:20]=2)[N:11]=[N:10][C:9]=1[NH2:8]. Reported procedure: (4-Methoxy-benzyl)-[4-trifluoromethyl-6-(4-trifluoromethyl-phenyl)-pyridazin-3-yl]-amine (example C.26 step 8) (6.48 g, 15 mmol) was added portionwise at 5° C. to conc. H2SO4 (d 1.83, 17.0 mL, 303 mmol).The deep purple solution was stirred for 5 min at 5° C. then the cooling bath was removed and stirring was continued for further 60 min at 23° C. The mixture was poured onto ice, made alkaline with 32% NaOH-sol., saturated with solid NaCl and extracted with THF and TBME, dried the organic layer o...